This data is from the Open Reaction Database (ORD), a public repository of structured organic reaction records. The task is: describe an organic reaction: reactants, conditions, products, and yield Reactants: CC(C)(C)OC(=O)N1CCC(CCOC(=O)Cc2ccccc2)CC1, CO. Yields the product O=C(Cc1ccccc1)OCCC1CCNCC1. As a reaction SMILES: [C:1]([O:2][C:3](=[O:4])[N:8]1[CH2:9][CH2:10][CH:11]([CH2:14][CH2:15][O:16][C:17]([CH2:18][c:19]2[cH:20][cH:21][cH:22][cH:23][cH:24]2)=[O:25])[CH2:12][CH2:13]1)([CH3:5])([CH3:6])[CH3:7].[CH3:26][OH:27]>>[NH:8]1[CH2:9][CH2:10][CH:11]([CH2:14][CH2:15][O:16][C:17]([CH2:18][c:19]2[cH:20][cH:21][cH:22][cH:23][cH:24]2)=[O:25])[CH2:12][CH2:13]1. Starting materials: C1CCNCC1, CC(=O)O, Cc1ccccc1, O=Cc1cc(=O)n(Cc2ccc(Cl)cc2)c2ccccc12, O=C1CSC(=O)N1. Yields the product O=C1NC(=O)C(=Cc2cc(=O)n(Cc3ccc(Cl)cc3)c3ccccc23)S1. Reaction SMILES: [CH2:29]1[CH2:30][CH2:31][NH:32][CH2:33][CH2:34]1.[CH3:35][C:36](=[O:37])[OH:38].[CH3:39][c:40]1[cH:41][cH:42][cH:43][cH:44][cH:45]1.[Cl:1][c:2]1[cH:3][cH:4][c:5]([CH2:6][n:7]2[c:8](=[O:19])[cH:9][c:10]([CH:17]=[O:18])[c:11]3[cH:12][cH:13][cH:14][cH:15][c:16]23)[cH:20][cH:21]1.[S:22]1[C:23](=[O:28])[NH:24][C:25](=[O:27])[CH2:26]1>>[Cl:1][c:2]1[cH:3][cH:4][c:5]([CH2:6][n:7]2[c:8](=[O:19])[cH:9][c:10]([CH:17]=[C:26]3[S:22][C:23](=[O:28])[NH:24][C:25]3=[O:27])[c:11]3[cH:12][cH:13][cH:14][cH:15][c:16]23)[cH:20][cH:21]1. Reactants: CC1C(c2ccccc2)OC(=O)N1Cc1ccccc1Br, COC(=O)Cc1ccc(OC)c(B2OC(C)(C)C(C)(C)O2)c1. The product is COC(=O)Cc1ccc(OC)c(-c2ccccc2CN2C(=O)OC(c3ccccc3)C2C)c1. As a reaction SMILES: [Br:1][c:2]1[c:3]([CH2:4][N:5]2[C:6](=[O:17])[O:7][CH:8]([c:11]3[cH:12][cH:13][cH:14][cH:15][cH:16]3)[CH:9]2[CH3:10])[cH:18][cH:19][cH:20][cH:21]1.[CH3:22][O:23][C:24]([CH2:25][c:26]1[cH:27][c:28]([B:34]2[O:35][C:36]([CH3:37])([CH3:38])[C:39]([CH3:40])([CH3:41])[O:42]2)[c:29]([O:32][CH3:33])[cH:30][cH:31]1)=[O:43]>>[c:2]1(-[c:28]2[cH:27][c:26]([CH2:25][C:24]([O:23][CH3:22])=[O:43])[cH:31][cH:30][c:29]2[O:32][CH3:33])[c:3]([CH2:4][N:5]2[C:6](=[O:17])[O:7][CH:8]([c:11]3[cH:12][cH:13][cH:14][cH:15][cH:16]3)[CH:9]2[CH3:10])[cH:18][cH:19][cH:20][cH:21]1. Reactants: BrC1=CC=C(C=C1)I (4-bromoiodobenzene), C1=C(C=CC2=CC=CC=C12)B(O)O (2-naphthylboronic acid), C1(=C(C=CC=C1)P(C1=C(C=CC=C1)C)C1=C(C=CC=C1)C)C (tri(ortho-tolyl)phosphine), C([O-])([O-])=O.[K+].[K+] (potassium carbonate). Run in C(C)O (ethanol), C1(=CC=CC=C1)C (toluene). Run at temperature 90 celsius. Product: BrC1=CC=C(C=C1)C1=CC2=CC=CC=C2C=C1 (2-(4-bromophenyl)naphthalene). The yield is 61.0%. RXN SMILES: [Br:1][C:2]1[CH:7]=[CH:6][C:5](I)=[CH:4][CH:3]=1.[CH:9]1[C:18]2[C:13](=[CH:14][CH:15]=[CH:16][CH:17]=2)[CH:12]=[CH:11][C:10]=1B(O)O.C1(C)C=CC=CC=1P(C1C=CC=CC=1C)C1C=CC=CC=1C.C(=O)([O-])[O-].[K+].[K+]>C(O)C.C1(C)C=CC=CC=1>[Br:1][C:2]1[CH:7]=[CH:6][C:5]([C:11]2[CH:10]=[CH:9][C:18]3[C:13](=[CH:14][CH:15]=[CH:16][CH:17]=3)[CH:12]=2)=[CH:4][CH:3]=1 |f:3.4.5|. Procedure details: First, into a 200-mL three-neck flask were placed 9.7 g of 4-bromoiodobenzene, 3.1 g of 2-naphthylboronic acid, and 0.35 g of tri(ortho-tolyl)phosphine (P(o-tolyl)3), to which 30 mL of toluene, 6 mL of ethanol, and 10 mL of a 2.0M aqueous potassium carbonate solution were added. The mixture in this flask was degassed under reduced pressure, and the air in the flask was replaced with nitrogen. To this mixture was added 0.037 g of palladium(II) acetate, and the mixture was refluxed under a nitroge...